From a dataset of the Open Reaction Database (ORD), a public repository of structured organic reaction records. describe an organic reaction: reactants, conditions, products, and yield Starting materials: ClC1=C(C(=O)O)C=C(C=C1)C#CC1CC1 (2-chloro-5-(cyclopropylethynyl)benzoic acid). Reagents/catalysts: [Pd] (palladium on carbon). The solvent is C(C)(=O)OCC (ethyl acetate). Run at time 14 hour. Yields the product ClC1=C(C(=O)O)C=C(C=C1)CCC1CC1 (2-Chloro-5-(2-cyclopropylethyl)benzoic acid). The yield is 93.3%. As a reaction SMILES: [Cl:1][C:2]1[CH:10]=[CH:9][C:8]([C:11]#[C:12][CH:13]2[CH2:15][CH2:14]2)=[CH:7][C:3]=1[C:4]([OH:6])=[O:5]>C(OCC)(=O)C.[Pd]>[Cl:1][C:2]1[CH:10]=[CH:9][C:8]([CH2:11][CH2:12][CH:13]2[CH2:15][CH2:14]2)=[CH:7][C:3]=1[C:4]([OH:6])=[O:5]. Reported procedure: To a solution of 2-chloro-5-(cyclopropylethynyl)benzoic acid (200 mg) in ethyl acetate (20 mL) was added 10% palladium on carbon (40 mg), and the mixture was stirred under hydrogen atmosphere (0.2 MPa) for 14 hours, then was filtered off on celite, and the mother liquor was concentrated in vacuo. The residue was purified on silica gel column chromatography to obtain the titled compound (190 mg) as yellow oil. The reactants are CN1C(=CC2=CC=CC(=C12)NCCC1=CC=CC=C1)C(=O)OCC (ethyl 1-methyl-7-(2-phenylethylamino)-2-indolecarboxylate), Cl.NC(=N)N (guanidine hydrochloride), C[O-].[Na+] (sodium methoxide). The solvent is CO (methanol). The product is Cl.CNC(=NC(=O)C=1NC2=C(C=CC=C2C1)NCCC1=CC=CC=C1)N (1-methyl-7-(2-phenylethylamino)-2-indoloylguanidine hydrochloride). Isolated yield 39.5%. Reaction SMILES: C[N:2]1[C:10]2[C:5](=[CH:6][CH:7]=[CH:8][C:9]=2[NH:11][CH2:12][CH2:13][C:14]2[CH:19]=[CH:18][CH:17]=[CH:16][CH:15]=2)[CH:4]=[C:3]1[C:20]([O:22]CC)=O.[ClH:25].[NH2:26][C:27]([NH2:29])=[NH:28].[CH3:30][O-].[Na+]>CO>[ClH:25].[CH3:30][NH:28][C:27]([NH2:29])=[N:26][C:20]([C:3]1[NH:2][C:10]2[C:5]([CH:4]=1)=[CH:6][CH:7]=[CH:8][C:9]=2[NH:11][CH2:12][CH2:13][C:14]1[CH:15]=[CH:16][CH:17]=[CH:18][CH:19]=1)=[O:22] |f:1.2,3.4,6.7|. Reported procedure: A mixture of 0.16 g (0.51 mmol) of ethyl 1-methyl-7-(2-phenylethylamino)-2-indolecarboxylate, 0.49 g (5.09 mmol) of guanidine hydrochloride and 0.28 g (5.09 mmol) of sodium methoxide in 10 ml of methanol was reacted in a manner similar to Example 1 to give 0.075 g (39.5%) of 1-methyl-7-(2-phenylethylamino)-2-indoloylguanidine hydrochloride. Starting materials: CCCCc1nc(C(=O)OC)c(C(=O)OC)n1Cc1ccc(-c2ccccc2-c2nnnn2C(c2ccccc2)(c2ccccc2)c2ccccc2)cc1, CC(C)C[Al+]CC(C)C, Cc1ccccc1, [H-]. The product is CCCCc1nc(CO)c(C(=O)OC)n1Cc1ccc(-c2ccccc2-c2nnnn2C(c2ccccc2)(c2ccccc2)c2ccccc2)cc1. As a reaction SMILES: [CH2:1]([CH2:2][CH2:3][CH3:4])[c:5]1[n:6]([CH2:18][c:19]2[cH:20][cH:21][c:22](-[c:25]3[c:26](-[c:31]4[n:32][n:33][n:34][n:35]4[C:36]([c:37]4[cH:38][cH:39][cH:40][cH:41][cH:42]4)([c:43]4[cH:44][cH:45][cH:46][cH:47][cH:48]4)[c:49]4[cH:50][cH:51][cH:52][cH:53][cH:54]4)[cH:27][cH:28][cH:29][cH:30]3)[cH:23][cH:24]2)[c:7]([C:14](=[O:15])[O:16][CH3:17])[c:8]([C:10](=[O:11])[O:12][CH3:13])[n:9]1.[CH2:56]([Al+:57][CH2:58][CH:59]([CH3:60])[CH3:61])[CH:62]([CH3:63])[CH3:64].[CH3:65][c:66]1[cH:67][cH:68][cH:69][cH:70][cH:71]1.[H-:55]>>[CH2:1]([CH2:2][CH2:3][CH3:4])[c:5]1[n:6]([CH2:18][c:19]2[cH:20][cH:21][c:22](-[c:25]3[c:26](-[c:31]4[n:32][n:33][n:34][n:35]4[C:36]([c:37]4[cH:38][cH:39][cH:40][cH:41][cH:42]4)([c:43]4[cH:44][cH:45][cH:46][cH:47][cH:48]4)[c:49]4[cH:50][cH:51][cH:52][cH:53][cH:54]4)[cH:27][cH:28][cH:29][cH:30]3)[cH:23][cH:24]2)[c:7]([C:14](=[O:15])[O:16][CH3:17])[c:8]([CH2:10][OH:11])[n:9]1. The reactants are CO, CC(=Cc1cccc(F)c1)C(=O)O, [H][H], O=[Pt]. Yields the product CC(Cc1cccc(F)c1)C(=O)O. RXN SMILES: [CH3:18][OH:19].[CH3:1][C:2]([C:3](=[O:4])[OH:5])=[CH:6][c:7]1[cH:8][c:9]([F:13])[cH:10][cH:11][cH:12]1.[H:14][H:15].[Pt:16]=[O:17]>>[CH3:1][CH:2]([C:3](=[O:4])[OH:5])[CH2:6][c:7]1[cH:8][c:9]([F:13])[cH:10][cH:11][cH:12]1. The reactants are N1C(C2(C3=CC=CC=C13)C=1C(OC2)=CC2=C(OCC2)C1)=O (6,7-dihydrospiro[benzo[1,2-b:4,5-b′]difuran-3,3′-indol]-2′(1′H)-one), CC1=CC=C(C=C1)S(=O)(=O)OC[C@@H]1OCCOC1 ((R)-(1,4-dioxan-2-yl)methyl 4-methylbenzenesulfonate), N1C(C2(C3=CC=CC=C13)COC=1C2=CC2=C(OCO2)C1)=O (spiro[furo[2,3-f][1,3]benzodioxole-7,3′-indol]-2′(1′H)-one), CC1=CC=C(C=C1)S(=O)(=O)OC[C@@H]1OCCC1 ((R)-(tetrahydrofuran-2-yl)methyl 4-methylbenzenesulfonate). Product: O1[C@H](CCC1)CN1C(C2(C3=CC=CC=C13)C=1C(OC2)=CC2=C(OCC2)C1)=O (1′-[(2R)-tetrahydrofuran-2-ylmethyl]-6,7-dihydrospiro[benzo[1,2-b:4,5-b′]difuran-3,3′-indol]-2′(1′H)-one). RXN SMILES: [NH:1]1[C:9]2[C:4](=[CH:5][CH:6]=[CH:7][CH:8]=2)[C:3]2([CH2:13][O:12][C:11]3=[CH:14][C:15]4[CH2:19][CH2:18][O:17][C:16]=4[CH:20]=[C:10]23)[C:2]1=[O:21].N1C2C(=CC=CC=2)[C:24]2([C:34]3=CC4OCOC=4[CH:41]=[C:33]3[O:32][CH2:31]2)C1=O.CC1C=CC(S(OC[C@H]2CCCO2)(=O)=O)=CC=1.CC1C=CC(S(OC[C@H]2COCCO2)(=O)=O)=CC=1>>[O:32]1[CH2:31][CH2:24][CH2:34][C@@H:33]1[CH2:41][N:1]1[C:9]2[C:4](=[CH:5][CH:6]=[CH:7][CH:8]=2)[C:3]2([CH2:13][O:12][C:11]3=[CH:14][C:15]4[CH2:19][CH2:18][O:17][C:16]=4[CH:20]=[C:10]23)[C:2]1=[O:21]. Procedure: Following the procedure as described in EXAMPLE 8 and making non-critical variations using 6,7-dihydrospiro[benzo[1,2-b:4,5-b′]difuran-3,3′-indol]-2′(1′H)-one to replace spiro[furo[2,3-f][1,3]benzodioxole-7,3′-indol]-2′(1′H)-one, and (R)-(tetrahydrofuran-2-yl)methyl 4-methylbenzenesulfonate to replace (R)-(1,4-dioxan-2-yl)methyl 4-methylbenzenesulfonate, 1′-[(2R)-tetrahydrofuran-2-ylmethyl]-6,7-dihydrospiro[benzo[1,2-b:4,5-b′]difuran-3,3′-indol]-2′(1′H)-one was obtained (57%) as a colorless soli... Reactants: N1=CC=CC=C1 (pyridine), C(C)(=O)OC(C)=O (acetic anhydride), C(C1=CC=CC=C1)(=O)[C@@]1([C@H](SCC)O[C@@H]([C@H]([C@@H]1OC(C1=CC=CC=C1)=O)OCC1=CC=CC=C1)CO)O (Ethyl 2,3-O-dibenzoyl-4-O-benzyl-1-thio-β-D-glucohexopyranoside). The solvent is ClCCl (dichloromethane), ice. Run at time 8 hour. The product is C(C)(=O)OC[C@@H]1[C@H]([C@@H]([C@]([C@H](SCC)O1)(O)C(C1=CC=CC=C1)=O)OC(C1=CC=CC=C1)=O)OCC1=CC=CC=C1 (ethyl 6-O-acetyl-2,3-O-dibenzoyl-4-O-benzyl-1-thio-β-D-glucohexopyranoside). Reaction SMILES: [C:1]([C@@:9]1([OH:37])[C@@H:17]([O:18][C:19](=[O:26])[C:20]2[CH:25]=[CH:24][CH:23]=[CH:22][CH:21]=2)[C@H:16]([O:27][CH2:28][C:29]2[CH:34]=[CH:33][CH:32]=[CH:31][CH:30]=2)[C@@H:15]([CH2:35][OH:36])[O:14][C@H:10]1[S:11][CH2:12][CH3:13])(=[O:8])[C:2]1[CH:7]=[CH:6][CH:5]=[CH:4][CH:3]=1.N1C=CC=CC=1.[C:44](OC(=O)C)(=[O:46])[CH3:45]>ClCCl>[C:44]([O:36][CH2:35][C@H:15]1[O:14][C@@H:10]([S:11][CH2:12][CH3:13])[C@:9]([C:1](=[O:8])[C:2]2[CH:7]=[CH:6][CH:5]=[CH:4][CH:3]=2)([OH:37])[C@@H:17]([O:18][C:19](=[O:26])[C:20]2[CH:25]=[CH:24][CH:23]=[CH:22][CH:21]=2)[C@@H:16]1[O:27][CH2:28][C:29]1[CH:34]=[CH:33][CH:32]=[CH:31][CH:30]=1)(=[O:46])[CH3:45]. Procedure details: Ethyl 2,3-O-dibenzoyl-4-O-benzyl-1-thio-β-D-glucohexopyranoside (200 mg, 0.38 mmol) was dissolved in an ice-cooled mixture of pyridine and acetic anhydride (1:1, 6 Å). The mixture was stirred and attained at room temperature overnight. The mixture was diluted with dichloromethane, washed with satd. aq. sodium hydrogen carbonate and water and dried over sodium sulphate. The solvents were removed under reduced pressure and the residue was subjected to flash chromatography on silica gel (toluene-ac...